Dataset: the Open Reaction Database (ORD), a public repository of structured organic reaction records. Task: describe an organic reaction: reactants, conditions, products, and yield Starting materials: CCO, NN, O, O=C1c2ccccc2C(=O)N1CCCN1CCN(c2ccccc2)CC1. Yields the product NCCCN1CCN(c2ccccc2)CC1. RXN SMILES: [CH3:30][CH2:31][OH:32].[NH2:28][NH2:29].[OH2:27].[c:1]1([N:7]2[CH2:8][CH2:9][N:10]([CH2:13][CH2:14][CH2:15][N:16]3[C:17](=[O:18])[c:19]4[cH:20][cH:21][cH:22][cH:23][c:24]4[C:25]3=[O:26])[CH2:11][CH2:12]2)[cH:2][cH:3][cH:4][cH:5][cH:6]1>>[c:1]1([N:7]2[CH2:8][CH2:9][N:10]([CH2:13][CH2:14][CH2:15][NH2:16])[CH2:11][CH2:12]2)[cH:2][cH:3][cH:4][cH:5][cH:6]1. Starting materials: CN1CCN(CC1)C1=CC=C(C=C1)NC1=NN2C(C=N1)=CC=C2C=2C=C(C=NC2)C=O (5-{2-[4-(4-Methyl-piperazin-1-yl)-phenylamino]-pyrrolo[2,1-f][1,2,4]triazin-7-yl}-pyridine-3-carbaldehyde), C(C)(=O)O[BH-](OC(C)=O)OC(C)=O.[Na+] (Sodium triacetoxyborohydride), CS(=O)(=O)CCN (2-Methanesulfonyl-ethylamine), Cl (hydrochloride), C(C)(=O)O (Acetic acid). Run in ClCCCl (1,2-Dichloroethane). Run at temperature 45 celsius, time 3 hour. Yields the product CS(=O)(=O)CCNCC=1C=C(C=NC1)C1=CC=C2C=NC(=NN21)NC2=CC=C(C=C2)N2CCN(CC2)C ((7-{5-[(2-Methanesulfonyl-ethylamino)-methyl]-pyridin-3-yl}-pyrrolo[2,1-f][1,2,4]triazin-2-yl)-[4-(4-methyl-piperazin-1-yl)-phenyl]-amine). Isolated yield 6.0%. As a reaction SMILES: [CH3:1][N:2]1[CH2:7][CH2:6][N:5]([C:8]2[CH:13]=[CH:12][C:11]([NH:14][C:15]3[N:20]=[CH:19][C:18]4=[CH:21][CH:22]=[C:23]([C:24]5[CH:25]=[C:26]([CH:30]=O)[CH:27]=[N:28][CH:29]=5)[N:17]4[N:16]=3)=[CH:10][CH:9]=2)[CH2:4][CH2:3]1.[CH3:32][S:33]([CH2:36][CH2:37][NH2:38])(=[O:35])=[O:34].Cl.C(O)(=O)C.C(O[BH-](OC(=O)C)OC(=O)C)(=O)C.[Na+]>ClCCCl>[CH3:32][S:33]([CH2:36][CH2:37][NH:38][CH2:30][C:26]1[CH:25]=[C:24]([C:23]2[N:17]3[C:18]([CH:19]=[N:20][C:15]([NH:14][C:11]4[CH:10]=[CH:9][C:8]([N:5]5[CH2:4][CH2:3][N:2]([CH3:1])[CH2:7][CH2:6]5)=[CH:13][CH:12]=4)=[N:16]3)=[CH:21][CH:22]=2)[CH:29]=[N:28][CH:27]=1)(=[O:35])=[O:34] |f:4.5|. Procedure details: Into a 8-dram vial, 5-{2-[4-(4-Methyl-piperazin-1-yl)-phenylamino]-pyrrolo[2,1-f][1,2,4]triazin-7-yl}-pyridine-3-carbaldehyde (100.2 mg, 0.2424 mmol), 2-Methanesulfonyl-ethylamine; hydrochloride (0.2322 g, 1.454 mmol), 1,2-Dichloroethane (15.0 mL), and Acetic acid (100.0 uL, 1.759 mmol) were added and heated at 45° C. overnight. Sodium triacetoxyborohydride (0.1541 g, 0.7273 mmol) was added. The reaction mixture was stirred at room temperature for 3 hours. The reaction was partitioned with satur... Reactants: BrC1=CC=C2C(=C(N(C(C2=C1)=O)C)C(C(=O)OC)OC(C)(C)C)C1=CC(=C(C=C1)C)C (methyl [7-bromo-4-(3,4-dimethylphenyl)-2-methyl-1-oxo-1,2-dihydro-3-isoquinolinyl][(1,1-dimethylethyl)oxy]acetate), CN(C=O)C (N,N-Dimethylformamide). The reagents and catalysts are C=1C=CC(=CC1)[P](C=2C=CC=CC2)(C=3C=CC=CC3)[Pd]([P](C=4C=CC=CC4)(C=5C=CC=CC5)C=6C=CC=CC6)([P](C=7C=CC=CC7)(C=8C=CC=CC8)C=9C=CC=CC9)[P](C=1C=CC=CC1)(C=1C=CC=CC1)C=1C=CC=CC1 (Pd(Ph3P)4), [C-]#N.[C-]#N.[Zn+2] (Zn(CN)2). Run in O (water). Yields the product C(#N)C1=CC=C2C(=C(N(C(C2=C1)=O)C)C(C(=O)OC)OC(C)(C)C)C1=CC(=C(C=C1)C)C (methyl [7-cyano-4-(3,4-dimethylphenyl)-2-methyl-1-oxo-1,2-dihydro-3-isoquinolinyl][(1,1-dimethylethyl)oxy]acetate). Yield: 82.0%. As a reaction SMILES: Br[C:2]1[CH:11]=[C:10]2[C:5]([C:6]([C:24]3[CH:29]=[CH:28][C:27]([CH3:30])=[C:26]([CH3:31])[CH:25]=3)=[C:7]([CH:14]([O:19][C:20]([CH3:23])([CH3:22])[CH3:21])[C:15]([O:17][CH3:18])=[O:16])[N:8]([CH3:13])[C:9]2=[O:12])=[CH:4][CH:3]=1.[CH3:32][N:33](C)C=O>O.[C-]#N.[C-]#N.[Zn+2].C1C=CC([P]([Pd]([P](C2C=CC=CC=2)(C2C=CC=CC=2)C2C=CC=CC=2)([P](C2C=CC=CC=2)(C2C=CC=CC=2)C2C=CC=CC=2)[P](C2C=CC=CC=2)(C2C=CC=CC=2)C2C=CC=CC=2)(C2C=CC=CC=2)C2C=CC=CC=2)=CC=1>[C:32]([C:2]1[CH:11]=[C:10]2[C:5]([C:6]([C:24]3[CH:29]=[CH:28][C:27]([CH3:30])=[C:26]([CH3:31])[CH:25]=3)=[C:7]([CH:14]([O:19][C:20]([CH3:23])([CH3:21])[CH3:22])[C:15]([O:17][CH3:18])=[O:16])[N:8]([CH3:13])[C:9]2=[O:12])=[CH:4][CH:3]=1)#[N:33] |f:3.4.5,^1:46,48,67,86|. Reported procedure: A mixture of methyl [7-bromo-4-(3,4-dimethylphenyl)-2-methyl-1-oxo-1,2-dihydro-3-isoquinolinyl][(1,1-dimethylethyl)oxy]acetate (160 mg, 0.329 mmol) and Zn(CN)2 (38.6 mg, 0.329 mmol) in N,N-Dimethylformamide (DMF) (3289 μl) was degassed with N2 for 5 min, treated with Pd(Ph3P)4 (38.0 mg, 0.033 mmol), and irradiated in microwave at 120° C. for 30 min. The mixture was diluted with water, extracted with EtOAc, washed with water, brine, dried with Na2SO4, filtered, and concentrated. the residue was p...